Dataset: the Open Reaction Database (ORD), a public repository of structured organic reaction records. Task: describe an organic reaction: reactants, conditions, products, and yield Reactants: C(C)(C)(C)C1CCC(CC1)O (4-t-butylcyclohexanol), N1=CC=CC=C1 (pyridine), ClC(=O)OC=C (vinyl chloroformate). The solvent is C(Cl)(Cl)Cl (chloroform). Conditions: time 20 hour. Yields the product C(OC1CCC(CC1)C(C)(C)C)(OC=C)=O (4-t-Butylcyclohexyl Vinyl Carbonate). The yield is 50.4%. Reaction SMILES: [C:1]([CH:5]1[CH2:10][CH2:9][CH:8]([OH:11])[CH2:7][CH2:6]1)([CH3:4])([CH3:3])[CH3:2].N1C=CC=CC=1.Cl[C:19]([O:21][CH:22]=[CH2:23])=[O:20]>C(Cl)(Cl)Cl>[C:19](=[O:20])([O:21][CH:22]=[CH2:23])[O:11][CH:8]1[CH2:7][CH2:6][CH:5]([C:1]([CH3:4])([CH3:2])[CH3:3])[CH2:10][CH2:9]1. Procedure: To a 250 mL 3-neck round bottom flask fitted with a magnetic stirrer, condenser, thermometer, ice water bath, dropping funnel, was added 10.0 g (64.0 mmol) of 4-t-butylcyclohexanol, 5.6 g (70.3 mmol) of pyridine and 100 mL of chloroform. The reaction mixture was cooled to less than 10° C. and 6.8 g (64.0 mmol) of vinyl chloroformate was added so that the temperature remained below 15° C. The reaction mixture was stirred at room temperature for 20 hours, then washed with 100 mL 2N HCl, 100 mL dis... Starting materials: C(#N)C1=NC2=C3C(=CC=C2C=C1)C=CC=C3 (2-cyanobenzo[h]quinoline), [H][H] (hydrogen), [H][H] (hydrogen). Reagents/catalysts: [Pd] (palladium on carbon). The solvent is C(C)(=O)O (acetic acid). Reaction conditions: time 4 hour. Product: N1=C(C=CC2=CC=C3C(=C12)C=CC=C3)CN (1-(benzo[h]quinolin-2-yl)methanamine). Yield: 89.8%. RXN SMILES: [C:1]([C:3]1[CH:12]=[CH:11][C:10]2[C:5](=[C:6]3[CH:16]=[CH:15][CH:14]=[CH:13][C:7]3=[CH:8][CH:9]=2)[N:4]=1)#[N:2].[H][H]>[Pd].C(O)(=O)C>[N:4]1[C:5]2[C:10](=[CH:9][CH:8]=[C:7]3[CH:13]=[CH:14][CH:15]=[CH:16][C:6]3=2)[CH:11]=[CH:12][C:3]=1[CH2:1][NH2:2]. Procedure: A mixture of 2-cyanobenzo[h]quinoline (2.04 g, 10.0 mmol) and 10% palladium on carbon (0.40 g) in acetic acid (120 ml) was hydrogenated at ambient temperature, in a Parr reactor, with hydrogen gas at a pressure of 2 atm. After 4 hours, during which time absorbance of two hydrogen equivalents was observed, the reaction mixture was filtered and the solvent evaporated under reduced pressure. The oily residue was taken up with ethyl ether and the mixture washed with a 10% NaOH solution until an alka... Reactants: N1C(=CC2=CC=CC=C12)C(=O)O (indole-2-carboxylic acid). Run in C1CCOC1 (THF), C1CCOC1 (THF). Conditions: time 4 hour. Product: OCC=1NC2=CC=CC=C2C1 (2-hydroxymethylindole). Yield: 80.7%. Reaction SMILES: [NH:1]1[C:9]2[C:4](=[CH:5][CH:6]=[CH:7][CH:8]=2)[CH:3]=[C:2]1[C:10](O)=[O:11]>C1COCC1>[OH:11][CH2:10][C:2]1[NH:1][C:9]2[C:4]([CH:3]=1)=[CH:5][CH:6]=[CH:7][CH:8]=2. Procedure: To a solution of indole-2-carboxylic acid (485 mg, 3.01 mmol) in THF (20 mL), cooled to 0° C. under nitrogen, was added a suspension of LiA1H4 (248 mg, 6.2 mmol) in THF (6 mL). The resultant green suspension was stirred at room temperature for 4 hours. The reaction was quenched by slow addition of an 80% aqueous MeOH solution (1.0 mL) and the solvent was evaporated under reduced pressure. The residue was suspended in MeOH and filtered through Celite, rinsing with MeOH. Concentration of the filtr... Starting materials: C1CCOC1, COC(=O)C1(CCCCSC)CCCC1, CO, [Na+], [OH-]. Yields the product CSCCCCC1(C(=O)O)CCCC1. RXN SMILES: [CH2:18]1[O:19][CH2:20][CH2:21][CH2:22]1.[CH3:1][O:2][C:3](=[O:4])[C:5]1([CH2:10][CH2:11][CH2:12][CH2:13][S:14][CH3:15])[CH2:6][CH2:7][CH2:8][CH2:9]1.[CH3:23][OH:24].[Na+:17].[OH-:16]>>[O:2]=[C:3]([OH:4])[C:5]1([CH2:10][CH2:11][CH2:12][CH2:13][S:14][CH3:15])[CH2:6][CH2:7][CH2:8][CH2:9]1. Reactants: COC1=C(C=CC=C1)NC=CC(=O)OCC (Ethyl 3-(2-methoxyphenylamino)acrylate), C(C1=CC=CC=C1)(=O)Cl (Benzoyl chloride), [H-].[Na+] (Sodium hydride). The solvent is C1(=CC=CC=C1)C (toluene), C1(=CC=CC=C1)C (toluene), C1(=CC=CC=C1)C (toluene), petroleum ether. Reaction conditions: temperature 5 celsius. The product is C(C1=CC=CC=C1)(=O)C(C(=O)OCC)=CNC1=C(C=CC=C1)OC (ethyl 2-benzoyl-3-(2-methoxyphenylamino)acrylate). Isolated yield 46.8%. Reaction SMILES: [H-].[Na+].[CH3:3][O:4][C:5]1[CH:10]=[CH:9][CH:8]=[CH:7][C:6]=1[NH:11][CH:12]=[CH:13][C:14]([O:16][CH2:17][CH3:18])=[O:15].[C:19](Cl)(=[O:26])[C:20]1[CH:25]=[CH:24][CH:23]=[CH:22][CH:21]=1>C1(C)C=CC=CC=1>[C:19]([C:13](=[CH:12][NH:11][C:6]1[CH:7]=[CH:8][CH:9]=[CH:10][C:5]=1[O:4][CH3:3])[C:14]([O:16][CH2:17][CH3:18])=[O:15])(=[O:26])[C:20]1[CH:25]=[CH:24][CH:23]=[CH:22][CH:21]=1 |f:0.1|. Reported procedure: 50% Sodium hydride (2.4 g, 0.05 mol) was washed with petroleum ether, suspended in dry toluene (50 ml) and stirred at 5° C. Ethyl 3-(2-methoxyphenylamino)acrylate (8.7 g, 0.05 mol) in dry toluene (25 ml) was added and the mixture was stirred for 2.5 hours. Benzoyl chloride (6.8 g, 0.05 mol) in dry toluene (25 ml) was added dropwise and the mixture was heated under reflux for 2 hours. The mixture was cooled, washed with dilute hydrochloric acid, water and brine, then dried and evaporated. The res... The reactants are CCOC(=O)C1CCCNC1, CCN(C(C)C)C(C)C, COc1ccc2c(c1)C(COS(C)(=O)=O)=C2, CN(C)C=O. Product: CCOC(=O)C1CCCN(CC2=Cc3ccc(OC)cc32)C1. As a reaction SMILES: [CH2:17]([CH3:18])[O:19][C:20](=[O:21])[CH:22]1[CH2:23][NH:24][CH2:25][CH2:26][CH2:27]1.[CH2:28]([N:29]([CH:30]([CH3:31])[CH3:32])[CH:33]([CH3:34])[CH3:35])[CH3:36].[CH3:1][O:2][c:3]1[cH:4][cH:5][c:6]2[c:7]([cH:16]1)[C:8]([CH2:10][O:11][S:12]([CH3:13])(=[O:14])=[O:15])=[CH:9]2.[CH3:37][N:38]([CH3:39])[CH:40]=[O:41]>>[CH3:1][O:2][c:3]1[cH:4][cH:5][c:6]2[c:7]([cH:16]1)[C:8]([CH2:10][N:24]1[CH2:23][CH:22]([C:20]([O:19][CH2:17][CH3:18])=[O:21])[CH2:27][CH2:26][CH2:25]1)=[CH:9]2. Reactants: COC1=C(C=CC(=C1)/C=C/C(=O)CC(=O)/C=C/C2=CC(=C(C=C2)O)OC)O (HALAD), O (water). Yields the product C(CCCCCCC\C=C/CCCCCCCC)(=O)O (oleic acid). As a reaction SMILES: CO[C:3]1[CH:8]=[C:7](/[CH:9]=[CH:10]/[C:11]([CH2:13][C:14](/[CH:16]=[CH:17]/[C:18]2[CH:23]=[CH:22][C:21](O)=[C:20]([O:25]C)C=2)=O)=O)[CH:6]=[CH:5][C:4]=1O.[OH2:28]>>[C:20]([OH:25])(=[O:28])[CH2:21][CH2:22][CH2:23][CH2:18][CH2:17][CH2:16][CH2:14]/[CH:13]=[CH:11]\[CH2:10][CH2:9][CH2:7][CH2:6][CH2:5][CH2:4][CH2:3][CH3:8]. Procedure: 220 g HALAD™ 344 (water soluble polymer) Starting materials: C(C)OC(=O)C1N(CC1)CC1=CC=CC=C1 (N-Benzylazetidine-2-carboxylic acid ethyl ester), COC(C)(C)C (t-butyl methyl ether). Solvent: O (water). Run at temperature 40 celsius, time 7 hour. Yields the product C(C1=CC=CC=C1)N1C(CC1)C(=O)O (N-benzylazetidine-2-carboxylic acid). As a reaction SMILES: C([O:3][C:4]([CH:6]1[CH2:9][CH2:8][N:7]1[CH2:10][C:11]1[CH:16]=[CH:15][CH:14]=[CH:13][CH:12]=1)=[O:5])C.COC(C)(C)C>O>[CH2:10]([N:7]1[CH2:8][CH2:9][CH:6]1[C:4]([OH:5])=[O:3])[C:11]1[CH:12]=[CH:13][CH:14]=[CH:15][CH:16]=1. Reported procedure: 10.0 g of N-Benzylazetidine-2-carboxylic acid ethyl ester, 29.6 g of t-butyl methyl ether and 26.7 g of water are mixed at 20 to 25° C. and then 0.333 g of Enzyme (Chirazyme L-2) was added thereto and the resulting solution was heated to 40° C. and stirred for 7 hours. Settled solution was separated into an aqueous phase and an organic phase. The aqueous phase was washed twice with t-butyl methyl ether to yield an aqueous solution of optically active N-benzylazetidine-2-carboxylic acid and a com... Reactants: O=P(Cl)(Cl)Cl (POCl3), NC1NC(C=C(N1)N)=O (2,4-diamino-6-oxo-dihydropyrimidine). The product is ClC1=CC(=NC(=N1)N)N (6-chloro-2, 4-diamino-pyrimidine). Reaction SMILES: O=P(Cl)(Cl)[Cl:3].[NH2:6][CH:7]1[NH:12][C:11]([NH2:13])=[CH:10][C:9](=O)[NH:8]1>>[Cl:3][C:9]1[N:8]=[C:7]([NH2:6])[N:12]=[C:11]([NH2:13])[CH:10]=1. Procedure: To 500 mL of freshly distilled POCl3 at a temperature of 80°-90° C. is added 100 g of 2,4-diamino-6-oxo-dihydropyrimidine (Aldrich, Milwaukee, Wis., USA). The mixture is distilled under reflux until, after approximately 2 hours, the mixture has completely dissolved. The residual POCl3 is suctioned off using vacuum and the remaining syrup is dripped slowly onto ice. The highly acidic solution is carefully neutralized by cooling it using concentrated sodium aluminate solution, and in the final sta...